Dataset: the Open Reaction Database (ORD), a public repository of structured organic reaction records. Task: describe an organic reaction: reactants, conditions, products, and yield Reactants: C1CCOC1, CCN=C=NCCCN(C)C, CC(C)N(C)C1CCC(N)C(CS(=O)(=O)c2ccccc2)C1, ClCCl, [Na+], On1nnc2ccccc21, O=C([O-])Cc1nc2ccccc2s1. Product: CC(C)N(C)C1CCC(NC(=O)Cc2nc3ccccc3s2)C(CS(=O)(=O)c2ccccc2)C1. As a reaction SMILES: [CH2:58]1[O:59][CH2:60][CH2:61][CH2:62]1.[CH3:23][CH2:24][N:25]=[C:26]=[N:27][CH2:28][CH2:29][CH2:30][N:31]([CH3:32])[CH3:33].[CH:1]([CH3:2])([CH3:3])[N:4]([CH:5]1[CH2:6][CH:7]([CH2:12][S:13](=[O:14])(=[O:15])[c:16]2[cH:17][cH:18][cH:19][cH:20][cH:21]2)[CH:8]([NH2:11])[CH2:9][CH2:10]1)[CH3:22].[Cl:63][CH2:64][Cl:65].[Na+:57].[OH:34][n:35]1[c:36]2[c:37]([cH:38][cH:39][cH:40][cH:41]2)[n:42][n:43]1.[s:44]1[c:45]([CH2:53][C:54](=[O:55])[O-:56])[n:46][c:47]2[c:48]1[cH:49][cH:50][cH:51][cH:52]2>>[CH:1]([CH3:2])([CH3:3])[N:4]([CH:5]1[CH2:6][CH:7]([CH2:12][S:13](=[O:14])(=[O:15])[c:16]2[cH:17][cH:18][cH:19][cH:20][cH:21]2)[CH:8]([NH:11][C:54]([CH2:53][c:45]2[s:44][c:48]3[c:47]([n:46]2)[cH:52][cH:51][cH:50][cH:49]3)=[O:55])[CH2:9][CH2:10]1)[CH3:22]. Starting materials: O=C(C=C(c1cc(Cl)cc(Cl)c1)C(F)(F)F)c1ccc(CN2C(=O)c3ccccc3C2=O)c(Br)c1, CC#N, C[N+](=O)[O-], O. Yields the product O=C(CC(C[N+](=O)[O-])(c1cc(Cl)cc(Cl)c1)C(F)(F)F)c1ccc(CN2C(=O)c3ccccc3C2=O)c(Br)c1. Reaction SMILES: [Br:1][c:2]1[c:3]([CH2:24][N:25]2[C:26](=[O:35])[c:27]3[c:28]([cH:31][cH:32][cH:33][cH:34]3)[C:29]2=[O:30])[cH:4][cH:5][c:6]([C:8]([CH:9]=[C:10]([C:11]([F:12])([F:13])[F:14])[c:15]2[cH:16][c:17]([Cl:22])[cH:18][c:19]([Cl:21])[cH:20]2)=[O:23])[cH:7]1.[CH3:41][C:42]#[N:43].[N+:36](=[O:37])([O-:38])[CH3:39].[OH2:40]>>[Br:1][c:2]1[c:3]([CH2:24][N:25]2[C:26](=[O:35])[c:27]3[c:28]([cH:31][cH:32][cH:33][cH:34]3)[C:29]2=[O:30])[cH:4][cH:5][c:6]([C:8]([CH2:9][C:10]([C:11]([F:12])([F:13])[F:14])([c:15]2[cH:16][c:17]([Cl:22])[cH:18][c:19]([Cl:21])[cH:20]2)[CH2:39][N+:36](=[O:37])[O-:38])=[O:23])[cH:7]1. Starting materials: Clc1nc2c(Br)cccn2n1, COc1ccc(C(F)(F)F)cc1N, CC(C)(C)[O-], Cc1ccccc1, [Na+], O=C(C=Cc1ccccc1)C=Cc1ccccc1, O=C(C=Cc1ccccc1)C=Cc1ccccc1, O=C(C=Cc1ccccc1)C=Cc1ccccc1, [Pd], [Pd]. The product is COc1ccc(C(F)(F)F)cc1Nc1cccn2nc(Cl)nc12. Reaction SMILES: [Br:1][c:2]1[c:3]2[n:4]([cH:5][cH:6][cH:7]1)[n:8][c:9]([Cl:11])[n:10]2.[CH3:12][O:13][c:14]1[c:15]([NH2:24])[cH:16][c:17]([C:20]([F:21])([F:22])[F:23])[cH:18][cH:19]1.[CH3:25][C:26]([CH3:27])([O-:28])[CH3:29].[CH3:31][c:32]1[cH:33][cH:34][cH:35][cH:36][cH:37]1.[Na+:30].[O:40]=[C:41]([CH:42]=[CH:43][c:44]1[cH:45][cH:46][cH:47][cH:48][cH:49]1)[CH:50]=[CH:51][c:52]1[cH:53][cH:54][cH:55][cH:56][cH:57]1.[O:58]=[C:59]([CH:60]=[CH:61][c:62]1[cH:63][cH:64][cH:65][cH:66][cH:67]1)[CH:68]=[CH:69][c:70]1[cH:71][cH:72][cH:73][cH:74][cH:75]1.[O:76]=[C:77]([CH:78]=[CH:79][c:80]1[cH:81][cH:82][cH:83][cH:84][cH:85]1)[CH:86]=[CH:87][c:88]1[cH:89][cH:90][cH:91][cH:92][cH:93]1.[Pd:38].[Pd:39]>>[c:2]1([NH:24][c:15]2[c:14]([O:13][CH3:12])[cH:19][cH:18][c:17]([C:20]([F:21])([F:22])[F:23])[cH:16]2)[c:3]2[n:4]([cH:5][cH:6][cH:7]1)[n:8][c:9]([Cl:11])[n:10]2.